From a dataset of the Open Reaction Database (ORD), a public repository of structured organic reaction records. describe an organic reaction: reactants, conditions, products, and yield Reagents/catalysts: [Pd] (Pd/C). Reactants: C(C1=CC=CC=C1)O[C@@H]1C(O[C@H]([C@@H]([C@H]1OCC1=CC=CC=C1)OCC1=CC=CC=C1)C1=CC(=C(C=C1)Cl)CC1=CC=C(C=C1)OCC)(CO)CO ({(3S,4R,5S,6S)-3,4,5-Tris-benzyloxy-6-[4-chloro-3-(4-ethoxy-benzyl)-phenyl]-2-hydroxymethyl-tetrahydro-pyran-2-yl}-methanol), Cl (HCl). Isolated yield 35.6%. As a reaction SMILES: C([O:8][C@H:9]1[C@H:14]([O:15]CC2C=CC=CC=2)[C@@H:13]([O:23]CC2C=CC=CC=2)[C@H:12]([C:31]2[CH:36]=[CH:35][C:34]([Cl:37])=[C:33]([CH2:38][C:39]3[CH:44]=[CH:43][C:42]([O:45][CH2:46][CH3:47])=[CH:41][CH:40]=3)[CH:32]=2)[O:11][C:10]1([CH2:50][OH:51])[CH2:48][OH:49])C1C=CC=CC=1.Cl>CO.[Pd]>[Cl:37][C:34]1[CH:35]=[CH:36][C:31]([C@@H:12]2[O:11][C:10]([CH2:50][OH:51])([CH2:48][OH:49])[C@@H:9]([OH:8])[C@H:14]([OH:15])[C@H:13]2[OH:23])=[CH:32][C:33]=1[CH2:38][C:39]1[CH:40]=[CH:41][C:42]([O:45][CH2:46][CH3:47])=[CH:43][CH:44]=1. Procedure: To a solution of {(3S,4R,5S,6S)-3,4,5-Tris-benzyloxy-6-[4-chloro-3-(4-ethoxy-benzyl)-phenyl]-2-hydroxymethyl-tetrahydro-pyran-2-yl}-methanol (125 mg, 0.16 mmole) in methanol (3 mL), 10% Pd/C (65 mg) and 2 drops of con. HCl were added and stirred under hydrogen atmosphere at room temperature for 18 hours. The reaction mixture was filtered through cetlie bed, washed with methanol (20 mL). The crude product was purified by preparative HPLC to furnish 25 mg of (3S,4R,5R,6S)-6-[4-Chloro-3-(4-ethoxy-b... Conditions: time 18 hour. The product is ClC1=C(C=C(C=C1)[C@H]1[C@@H]([C@H]([C@@H](C(O1)(CO)CO)O)O)O)CC1=CC=C(C=C1)OCC ((3S,4R,5R,6S)-6-[4-Chloro-3-(4-ethoxy-benzyl)-phenyl]-2,2-bis-hydroxymethyl-tetrahydro-pyran-3,4,5-triol). Solvent: CO (methanol).